This data is from the Open Reaction Database (ORD), a public repository of structured organic reaction records. The task is: describe an organic reaction: reactants, conditions, products, and yield The reactants are base, ClC1=C2C(NC(=N1)C)=CC(=N2)C2=CC=CC=C2 (4-chloro-2-methyl-6-phenylpyrrolo[3,2-d]pyrimidine), N1CCC2=CC=CC=C12 (indoline), CO (MeOH), Cl (HCl). Solvent: CCOC(=O)C (EtOAc). Reaction conditions: temperature 180 celsius, time 2 hour. The product is O.Cl.N1(CCC2=CC=CC=C12)C1=C2C(NC(=N1)C)=CC(=N2)C2=CC=CC=C2 (4-Indolinyl-2-methyl-6-phenylpyrrolo[3,2-d]pyrimidine Hydrochloride Hydrate). Isolated yield 97.0%. RXN SMILES: [Cl:1][C:2]1[N:7]=[C:6]([CH3:8])[NH:5][C:4]2=[CH:9][C:10]([C:12]3[CH:17]=[CH:16][CH:15]=[CH:14][CH:13]=3)=[N:11][C:3]=12.[NH:18]1[C:26]2[C:21](=[CH:22][CH:23]=[CH:24][CH:25]=2)[CH2:20][CH2:19]1.C[OH:28].Cl>CCOC(C)=O>[OH2:28].[ClH:1].[N:18]1([C:2]2[N:7]=[C:6]([CH3:8])[NH:5][C:4]3=[CH:9][C:10]([C:12]4[CH:17]=[CH:16][CH:15]=[CH:14][CH:13]=4)=[N:11][C:3]=23)[C:26]2[C:21](=[CH:22][CH:23]=[CH:24][CH:25]=2)[CH2:20][CH2:19]1 |f:5.6.7|. Procedure: To an oven-dried, 50-mL, round-bottomed flask was added 4-chloro-2-methyl-6-phenylpyrrolo[3,2-d]pyrimidine (Example 1(e)) (350 mg, 1.44 mmol) and indoline (Aldrich Chemical Company) (350 mg, 2.94 mmol). The flask was purged with N2 and the mixture was heated to 180° C. for 1 h. The reaction was allowed to cool to room temperature and the crude material was purified by silica gel chromatography with 33% EtOAc/hexanes to give 250 mg (53% yield) of an off white solid. The free base (221 mg, 0.677 m... Yields the product C(#N)C=1C=C2C(CC(OC2=CC1)CC1=CC=CC=C1)=O (6-Cyano-2-benzylchroman-4-one). The reactants are C(C1=CC=CC=C1)C1OC2=CC=C(C=C2C(C1)=O)C(=O)OC (Methyl 2-benzylchroman-4-one-6-carboxylate), amide, N (ammonia). Run in CO (methanol). Procedure details: Methyl 2-benzylchroman-4-one-6-carboxylate, the product of Preparation A33, is converted to the corresponding amide by the action of a molar excess of ammonia in aqueous methanol, recovered by simple stripping of the solvent and excess ammonia. In turn, the amide is converted to the title nitrile by the action of p-toluenesulfonyl chloride on a pyridine solution of the amide, according to the conditions of Stephens et al., J. Am. Chem. Soc., Vol. 77, pp 1701-1702 (1955). This product is well sui... Reaction SMILES: [CH2:1]([CH:8]1[CH2:17][C:16](=[O:18])[C:15]2[C:10](=[CH:11][CH:12]=[C:13]([C:19](OC)=O)[CH:14]=2)[O:9]1)[C:2]1[CH:7]=[CH:6][CH:5]=[CH:4][CH:3]=1.[NH3:23]>CO>[C:19]([C:13]1[CH:14]=[C:15]2[C:10](=[CH:11][CH:12]=1)[O:9][CH:8]([CH2:1][C:2]1[CH:7]=[CH:6][CH:5]=[CH:4][CH:3]=1)[CH2:17][C:16]2=[O:18])#[N:23]. Reactants: BrCC1=C(C(=O)OCC)C=CN=C1Cl (ethyl 3-(bromomethyl)-2-chloroisonicotinate), Cl.ClC=1C=C(C=NC1OCC(C(F)F)(F)F)C(C)N (1-(5-chloro-6-(2,2,3,3-tetrafluoropropoxy)pyridin-3-yl)ethanamine hydrochloride). Product: ClC1=NC=CC2=C1CN(C2=O)C(C)C=2C=NC(=C(C2)Cl)OCC(C(F)F)(F)F (4-chloro-2-(1-(5-chloro-6-(2,2,3,3-tetrafluoropropoxy)pyridin-3-yl)ethyl)-2,3-dihydro-1H-pyrrolo[3,4-c]pyridin-1-one). Isolated yield 53.0%. As a reaction SMILES: Br[CH2:2][C:3]1[C:13]([Cl:14])=[N:12][CH:11]=[CH:10][C:4]=1[C:5]([O:7]CC)=O.Cl.[Cl:16][C:17]1[CH:18]=[C:19]([CH:31]([NH2:33])[CH3:32])[CH:20]=[N:21][C:22]=1[O:23][CH2:24][C:25]([F:30])([F:29])[CH:26]([F:28])[F:27]>>[Cl:14][C:13]1[C:3]2[CH2:2][N:33]([CH:31]([C:19]3[CH:20]=[N:21][C:22]([O:23][CH2:24][C:25]([F:29])([F:30])[CH:26]([F:27])[F:28])=[C:17]([Cl:16])[CH:18]=3)[CH3:32])[C:5](=[O:7])[C:4]=2[CH:10]=[CH:11][N:12]=1 |f:1.2|. Reported procedure: The title compound is prepared in 53% yield (420 mg, pale brown solid) from ethyl 3-(bromomethyl)-2-chloroisonicotinate (500 mg, 1.8 mmol, Step-1 of Intermediate-1) and 1-(5-chloro-6-(2,2,3,3-tetrafluoropropoxy)pyridin-3-yl)ethanamine hydrochloride (580 mg, 1.8 mmol, Amine-60, single enantiomer) in a similar manner to Intermediate-2. Reactants: ClC1=NC(=CC=C1C1=CC(=NC=N1)OC1=CC=C2C=CC=NC2=C1)C(F)(F)F (7-[6-(2-chloro-6-trifluoromethyl-pyridin-3-yl)-pyrimidin-4-yloxy]-quinoline), C1(CCCCC1)CN (cyclohexanemethylamine). Yields the product C1(CCCCC1)CNC1=NC(=CC=C1C1=NC=NC(=C1)OC1=CC=C2C=CC=NC2=C1)C(F)(F)F (Cyclohexylmethyl-{3-[6-(quinolin-7-yloxy)-pyrimidin-4-yl]-6-trifluoromethyl-pyridin-2-yl}-amine). Reaction SMILES: Cl[C:2]1[C:7]([C:8]2[N:13]=[CH:12][N:11]=[C:10]([O:14][C:15]3[CH:24]=[C:23]4[C:18]([CH:19]=[CH:20][CH:21]=[N:22]4)=[CH:17][CH:16]=3)[CH:9]=2)=[CH:6][CH:5]=[C:4]([C:25]([F:28])([F:27])[F:26])[N:3]=1.[CH:29]1([CH2:35][NH2:36])[CH2:34][CH2:33][CH2:32][CH2:31][CH2:30]1>>[CH:29]1([CH2:35][NH:36][C:2]2[C:7]([C:8]3[CH:9]=[C:10]([O:14][C:15]4[CH:24]=[C:23]5[C:18]([CH:19]=[CH:20][CH:21]=[N:22]5)=[CH:17][CH:16]=4)[N:11]=[CH:12][N:13]=3)=[CH:6][CH:5]=[C:4]([C:25]([F:28])([F:27])[F:26])[N:3]=2)[CH2:34][CH2:33][CH2:32][CH2:31][CH2:30]1. Procedure details: According to the procedure described in Example 188, 7-[6-(2-chloro-6-trifluoromethyl-pyridin-3-yl)-pyrimidin-4-yloxy]-quinoline (Example 187) (110 mg, 0.27 mmol) and cyclohexanemethylamine (43 μL, 0.33 mmol, Aldrich), after purification by silica gel chromatography (gradient, 0 to 3% MeOH/CH2Cl2) and then preparative TLC (4% MeOH/ CH2Cl2), provided the title compound as a yellow solid. MP: 151–152° C. MS (ESI, pos. ion) m/z: 480 (M+1). Reactants: Cl (hydrochloric acid), C(#N)[BH3-].[Na+] (sodium cyanoborohydride), C(C)=O (acetaldehyde), CC=1N=C(N2N=C(N=C(C21)OC2=CC(=C(C(=C2)OC)OC)OC)C2=CC=C(N)C=C2)C (4-[5,7-Dimethyl-4-(3,4,5-trimethoxyphenoxy)imidazo[5,1-f][1,2,4]triazin-2-yl]-aniline), CO (methanol). Conditions: temperature 20 celsius. The product is CC=1N=C(N2N=C(N=C(C21)OC2=CC(=C(C(=C2)OC)OC)OC)C2=CC=C(N(CC)CC)C=C2)C (4-[5,7-Dimethyl-4-(3,4,5-trimethoxyphenoxy)imidazo[5,1-f][1,2,4]triazin-2-yl]-N,N-diethylaniline). As a reaction SMILES: [C:1]([BH3-])#[N:2].[Na+].[CH:5](=O)[CH3:6].[CH3:8][C:9]1[N:10]=[C:11]([CH3:38])[N:12]2[C:17]=1[C:16]([O:18][C:19]1[CH:24]=[C:23]([O:25][CH3:26])[C:22]([O:27][CH3:28])=[C:21]([O:29][CH3:30])[CH:20]=1)=[N:15][C:14]([C:31]1[CH:37]=[CH:36][C:34](N)=[CH:33][CH:32]=1)=[N:13]2.Cl.[CH3:40]O>>[CH3:8][C:9]1[N:10]=[C:11]([CH3:38])[N:12]2[C:17]=1[C:16]([O:18][C:19]1[CH:24]=[C:23]([O:25][CH3:26])[C:22]([O:27][CH3:28])=[C:21]([O:29][CH3:30])[CH:20]=1)=[N:15][C:14]([C:31]1[CH:37]=[CH:36][C:34]([N:2]([CH2:1][CH3:40])[CH2:5][CH3:6])=[CH:33][CH:32]=1)=[N:13]2 |f:0.1|. Procedure details: 10 mg (0.08 mmol) of sodium cyanoborohydride and 10 mg (0.17 mmol) of acetaldehyde are added to a solution of 40 mg (0.08 mmol) of 4-[5,7-dimethyl-4-(3,4,5-trimethoxyphenoxy)imidazo[5,1-f][1,2,4]triazin-2-yl]aniline from example 1 in methanol and the mixture is stirred at 20° C. After expiration of the reaction time, the mixture is treated with 2N hydrochloric acid. The methanol is removed under reduced pressure and the aqueous residue is washed with dichloromethane, rendered alkaline using sodi... Starting materials: CCCCCCC, CSC1=NCC2(CC2)CN1, CC(C)O, I, NN, O. Product: NNC1=NCC2(CC2)CN1, I. RXN SMILES: [CH3:15][CH2:16][CH2:17][CH2:18][CH2:19][CH2:20][CH3:21].[CH3:2][S:3][C:4]1=[N:5][CH2:6][C:7]2([CH2:8][CH2:9]2)[CH2:10][NH:11]1.[CH:22]([OH:23])([CH3:24])[CH3:25].[IH:1].[NH2:13][NH2:14].[OH2:12]>>[C:4]1([NH:13][NH2:14])=[N:5][CH2:6][C:7]2([CH2:8][CH2:9]2)[CH2:10][NH:11]1.[IH:1]. The reactants are [OH-].[Li+] (Lithium hydroxide), ClC=1C=C(C=NC1OC(C)C)C1=NC(=NO1)C=1C(=C2CC(CC2=CC1)C(=O)OC)C (Methyl 5-(5-(5-chloro-6-isopropoxypyridin-3-yl)-1,2,4-oxadiazol-3-yl)-4-methylindane-2-carboxylate). Run in C1CCOC1 (THF), O (H2O). Reaction conditions: temperature 50 celsius, time 30 minute. Yields the product ClC=1C=C(C=NC1OC(C)C)C1=NC(=NO1)C=1C(=C2CC(CC2=CC1)C(=O)O)C (5-(5-(5-Chloro-6-isopropoxypyridin-3-yl)-1,2,4-oxadiazol-3-yl)-4-methylindane-2-carboxylic acid). Isolated yield 92.5%. RXN SMILES: [OH-].[Li+].[Cl:3][C:4]1[CH:5]=[C:6]([C:14]2[O:18][N:17]=[C:16]([C:19]3[C:20]([CH3:32])=[C:21]4[C:25](=[CH:26][CH:27]=3)[CH2:24][CH:23]([C:28]([O:30]C)=[O:29])[CH2:22]4)[N:15]=2)[CH:7]=[N:8][C:9]=1[O:10][CH:11]([CH3:13])[CH3:12]>C1COCC1.O>[Cl:3][C:4]1[CH:5]=[C:6]([C:14]2[O:18][N:17]=[C:16]([C:19]3[C:20]([CH3:32])=[C:21]4[C:25](=[CH:26][CH:27]=3)[CH2:24][CH:23]([C:28]([OH:30])=[O:29])[CH2:22]4)[N:15]=2)[CH:7]=[N:8][C:9]=1[O:10][CH:11]([CH3:12])[CH3:13] |f:0.1|. Reported procedure: Lithium hydroxide (3.3 mg, 0.0795 mmol) was added to a solution of methyl 5-(5-(5-chloro-6-isopropoxypyridin-3-yl)-1,2,4-oxadiazol-3-yl)-4-methylindane-2-carboxylate (17.0 mg, 0.0397 mmol, from Step G) in THF (1.0 mL) and H2O (300 μL) and heated to 50° C. After 30 min, the reaction mixture was concentrated in vacuo and partitioned between EtOAc (5 mL) and 5% citric acid (2 mL). The layers were separated and organic layer was washed with H2O (3×2 mL), brine (1×2 mL) and dried over MgSO4. The mixt...